From a dataset of the Open Reaction Database (ORD), a public repository of structured organic reaction records. describe an organic reaction: reactants, conditions, products, and yield Reactants: FC(C1=CC=C(C=C1)CC(=O)O)(F)F ([4-(trifluoromethyl)phenyl]acetic acid), CN[C@@H]1CCC=2N(C3=CC=CC=C3C2CC(=O)OCCC)C1 (propyl [(7R)-7-(methylamino)-6,7,8,9-tetrahydropyrido[1,2-a]indol-10-yl]acetate). Product: CN([C@@H]1CCC=2N(C3=CC=CC=C3C2CC(=O)O)C1)C(CC1=CC=C(C=C1)C(F)(F)F)=O ([(7R)-7-(methyl{[4-(trifluoromethyl)phenyl]acetyl}amino)-6,7,8,9-tetrahydropyrido[1,2-a]indol-10-yl]acetic acid). RXN SMILES: [F:1][C:2]([F:14])([F:13])[C:3]1[CH:8]=[CH:7][C:6]([CH2:9][C:10]([OH:12])=O)=[CH:5][CH:4]=1.[CH3:15][NH:16][C@H:17]1[CH2:36][N:21]2[C:22]3[C:27]([C:28]([CH2:29][C:30]([O:32]CCC)=[O:31])=[C:20]2[CH2:19][CH2:18]1)=[CH:26][CH:25]=[CH:24][CH:23]=3>>[CH3:15][N:16]([C:10](=[O:12])[CH2:9][C:6]1[CH:5]=[CH:4][C:3]([C:2]([F:1])([F:14])[F:13])=[CH:8][CH:7]=1)[C@H:17]1[CH2:36][N:21]2[C:22]3[C:27]([C:28]([CH2:29][C:30]([OH:32])=[O:31])=[C:20]2[CH2:19][CH2:18]1)=[CH:26][CH:25]=[CH:24][CH:23]=3. Procedure details: The title compound was prepared using analogous procedures described in Example 1 (Method A) from [4-(trifluoromethyl)phenyl]acetic acid and propyl [(7R)-7-(methylamino)-6,7,8,9-tetrahydropyrido[1,2-a]indol-10-yl]acetate. MS (+ESI) m/z: 445. Reactants: C(#N)C1=NC(=C(N=C1C#N)Cl)C1=CC(=CC=C1)Cl (2,3-Dicyano-5-chloro-6-(m-chlorophenyl)pyrazine), [OH-].[Na+] (sodium hydroxide), C(CC)N (n-propylamine), aqueous solution. Yields the product C(#N)C1=NC(=C(N=C1C#N)NCCC)C1=CC(=CC=C1)Cl (2,3-dicyano-5-n-propylamino-6-(m-chlorophenyl)pyrazine). Isolated yield 78.4%. As a reaction SMILES: [C:1]([C:3]1[C:8]([C:9]#[N:10])=[N:7][C:6](Cl)=[C:5]([C:12]2[CH:17]=[CH:16][CH:15]=[C:14]([Cl:18])[CH:13]=2)[N:4]=1)#[N:2].[CH2:19]([NH2:22])[CH2:20][CH3:21].[OH-].[Na+]>>[C:1]([C:3]1[C:8]([C:9]#[N:10])=[N:7][C:6]([NH:22][CH2:19][CH2:20][CH3:21])=[C:5]([C:12]2[CH:17]=[CH:16][CH:15]=[C:14]([Cl:18])[CH:13]=2)[N:4]=1)#[N:2] |f:2.3|. Procedure: 2,3-Dicyano-5-chloro-6-(m-chlorophenyl)pyrazine (1.0 g; 0.0036 mole), 0.24 g (0.004 mole) of n-propylamine and 40 ml of a 0.1 N aqueous solution of sodium hydroxide were worked up in the same way as in Example 17, and recrystallized from methanol to afford 0.84 g (yield 78%) of 2,3-dicyano-5-n-propylamino-6-(m-chlorophenyl)pyrazine.